From a dataset of the Open Reaction Database (ORD), a public repository of structured organic reaction records. describe an organic reaction: reactants, conditions, products, and yield Reactants: CC(=O)N1CCN(c2ccccc2C=Cc2nn(C(=O)OC(C)(C)C)c3ccccc23)CC1, CCOC(C)=O, CCOC(C)=O, Cl, [Na+], O=C([O-])O. Product: CC(=O)N1CCN(c2ccccc2C=Cc2n[nH]c3ccccc23)CC1. Reaction SMILES: [C:1]([O:2][C:3](=[O:4])[n:8]1[n:9][c:10]([CH:17]=[CH:18][c:19]2[c:20]([N:25]3[CH2:26][CH2:27][N:28]([C:31]([CH3:32])=[O:33])[CH2:29][CH2:30]3)[cH:21][cH:22][cH:23][cH:24]2)[c:11]2[cH:12][cH:13][cH:14][cH:15][c:16]12)([CH3:5])([CH3:6])[CH3:7].[C:34]([O:35][CH2:36][CH3:37])(=[O:38])[CH3:39].[CH3:46][CH2:47][O:48][C:49](=[O:50])[CH3:51].[ClH:40].[Na+:41].[OH:42][C:43](=[O:44])[O-:45]>>[nH:8]1[n:9][c:10]([CH:17]=[CH:18][c:19]2[c:20]([N:25]3[CH2:26][CH2:27][N:28]([C:31]([CH3:32])=[O:33])[CH2:29][CH2:30]3)[cH:21][cH:22][cH:23][cH:24]2)[c:11]2[cH:12][cH:13][cH:14][cH:15][c:16]12. The reactants are BrCC1CO1, O=C([O-])[O-], [K+], [K+], Nc1c(O)cccc1[N+](=O)[O-], CN(C)C=O. The product is Nc1c(OCC2CO2)cccc1[N+](=O)[O-]. RXN SMILES: [Br:12][CH2:13][CH:14]1[CH2:15][O:16]1.[C:17](=[O:18])([O-:19])[O-:20].[K+:21].[K+:22].[NH2:1][c:2]1[c:3]([OH:11])[cH:4][cH:5][cH:6][c:7]1[N+:8](=[O:9])[O-:10].[O:23]=[CH:24][N:25]([CH3:26])[CH3:27]>>[NH2:1][c:2]1[c:3]([O:11][CH2:13][CH:14]2[CH2:15][O:16]2)[cH:4][cH:5][cH:6][c:7]1[N+:8](=[O:9])[O-:10]. The reactants are solution, [O-]S(=O)(=O)C(F)(F)F.C(CCC)[B+]CCCC (dibutylboron triflate), C(C)(C)[C@H]1N(C(OCC1)=O)C(CC\C=C/CCC(=O)OC)=O (methyl (Z)-8-[(S)-4-isopropyl-2-oxo-1,3-oxazinan-3-yl]-8-oxo-oct-4-enoate), C(C)(C)N(CC)C(C)C (diisopropylethylamine), C(CCCCC)N1C=NC=C1C=O (1-hexyl-imidazole-5-carboxaldehyde). The solvent is ClCCl (dichloromethane), ClCCl (dichloromethane), ClCCl (dichloromethane). Run at temperature 5 celsius, time 30 minute. Product: C(CCCCC)N1C=NC=C1[C@H]([C@H](C\C=C/CCC(=O)OC)C(=O)N1C(OCC[C@H]1C(C)C)=O)O (methyl (7S,4Z)-7-[(S)-(1-hexylimidazol-5-yl)hydroxymethyl]-8-[(S)-4-isopropyl-2-oxo-1,3-oxazinan-3-yl]-8-oxo-oct-4-enoate). Yield: 64.5%. RXN SMILES: [O-]S(C(F)(F)F)(=O)=O.C([B+]CCCC)CCC.[CH:18]([C@@H:21]1[CH2:26][CH2:25][O:24][C:23](=[O:27])[N:22]1[C:28](=[O:39])[CH2:29][CH2:30]/[CH:31]=[CH:32]\[CH2:33][CH2:34][C:35]([O:37][CH3:38])=[O:36])([CH3:20])[CH3:19].C(N(C(C)C)CC)(C)C.[CH2:49]([N:55]1[C:59]([CH:60]=[O:61])=[CH:58][N:57]=[CH:56]1)[CH2:50][CH2:51][CH2:52][CH2:53][CH3:54]>ClCCl>[CH2:49]([N:55]1[C:59]([C@@H:60]([OH:61])[C@@H:29]([C:28]([N:22]2[C@H:21]([CH:18]([CH3:20])[CH3:19])[CH2:26][CH2:25][O:24][C:23]2=[O:27])=[O:39])[CH2:30]/[CH:31]=[CH:32]\[CH2:33][CH2:34][C:35]([O:37][CH3:38])=[O:36])=[CH:58][N:57]=[CH:56]1)[CH2:50][CH2:51][CH2:52][CH2:53][CH3:54] |f:0.1|. Procedure details: A 1M solution of dibutylboron triflate in dichloromethane (1.56 ml) was added to a solution of the product of step (iv) (422 mg, 1.42 mmol) in dry dichloromethane (9 ml) at 5° C. under argon, followed by diisopropylethylamine (0.295 ml, 1.7 mmol). The reaction mixture was stirred at 5° C. for 30 minutes and then cooled to -78° C. A solution of the product of step (iii) (280 mg, 1.56 mmol) in dichloromethane (2 ml) was added dropwise. The mixture was stirred at -78° C. for 30 minutes before being...